describe an organic reaction: reactants, conditions, products, and yield From a dataset of the Open Reaction Database (ORD), a public repository of structured organic reaction records. Reactants: FC=1C=NC2=CC=CC=C2C1I (3-fluoro-4-iodoquinoline), P(=O)([O-])([O-])[O-].[K+].[K+].[K+] (potassium phosphate), C(C=C)C1(CCN(CC1)C(=O)OC(C)(C)C)C(=O)OCC (ethyl 4-allyl-1-(tert-butyloxycarbonyl)piperidine-4-carboxylate), solution, C12CCCC(CCC1)B2 (9-borabicyclo-[3.3.1]nonane). The reagents and catalysts are [Cl-].C1(=CC=CC=C1)P(C1=CC=CC=C1)[C-]1C=CC=C1.[CH-]1C=CC=C1.[Fe+2].[Pd+2].[Cl-] (palladium diphenylphosphinoferrocene chloride). Run in O1CCCC1 (tetrahydrofuran), O1CCCC1 (tetrahydrofuran), O1CCCC1 (tetrahydrofuran). Run at temperature 70 celsius. The product is FC=1C=NC2=CC=CC=C2C1CCCC1(CCN(CC1)C(=O)OC(C)(C)C)C(=O)OCC (ethyl 4-[3-(3-fluoroquinolin-4-yl)propyl]-1-(tert-butyloxycarbonyl)-piperidine-4-carboxylate). Isolated yield 56.9%. RXN SMILES: [CH2:1]([C:4]1([C:17]([O:19][CH2:20][CH3:21])=[O:18])[CH2:9][CH2:8][N:7]([C:10]([O:12][C:13]([CH3:16])([CH3:15])[CH3:14])=[O:11])[CH2:6][CH2:5]1)[CH:2]=[CH2:3].C12BC(CCC1)CCC2.[F:31][C:32]1[CH:33]=[N:34][C:35]2[C:40]([C:41]=1I)=[CH:39][CH:38]=[CH:37][CH:36]=2.P([O-])([O-])([O-])=O.[K+].[K+].[K+]>O1CCCC1.[Cl-].C1(P([C-]2C=CC=C2)C2C=CC=CC=2)C=CC=CC=1.[CH-]1C=CC=C1.[Fe+2].[Pd+2].[Cl-]>[F:31][C:32]1[CH:33]=[N:34][C:35]2[C:40]([C:41]=1[CH2:3][CH2:2][CH2:1][C:4]1([C:17]([O:19][CH2:20][CH3:21])=[O:18])[CH2:9][CH2:8][N:7]([C:10]([O:12][C:13]([CH3:15])([CH3:16])[CH3:14])=[O:11])[CH2:6][CH2:5]1)=[CH:39][CH:38]=[CH:37][CH:36]=2 |f:3.4.5.6,8.9.10.11.12.13|. Procedure details: 17.7 g of ethyl 4-allyl-1-(tert-butyloxycarbonyl)piperidine-4-carboxylate in 200 cm3 of tetrahydrofuran were cooled to a temperature in the region of −30° C. and 135 cm3 of a 0.5M solution of 9-borabicyclo-[3.3.1]nonane in tetrahydrofuran were added with stirring and under an inert atmosphere. After the addition, the temperature of the mixture was returned to about 20° C. and the mixture was stirred for 2 hours. 14.8 g of 3-fluoro-4-iodoquinoline in 430 cm3 of tetrahydrofuran, 1.3 g of palladium...